Dataset: the Open Reaction Database (ORD), a public repository of structured organic reaction records. Task: describe an organic reaction: reactants, conditions, products, and yield Starting materials: O(C1=CC=CC=C1)CC(=O)Cl (phenoxyacetyl chloride), C1CO1 (ethylene oxide), N[C@H]1[C@@H]2N(C(=C(CS2)C)C(=O)OC(C)(C)C)C1=O (t-butyl 7β-amino-3-methylceph-3-em-4-carboxylate). Solvent: C(Cl)Cl (methylene chloride), C(Cl)Cl (methylene chloride), C(Cl)Cl (methylene chloride). Yields the product CC=1CS[C@H]2N(C1C(=O)OC(C)(C)C)C([C@H]2NC(COC2=CC=CC=C2)=O)=O (t-Butyl 3-Methyl-7β-phenoxyacetamidoceph-3-em-4-carboxylate). RXN SMILES: C1OC1.[NH2:4][C@@H:5]1[C:20](=[O:21])[N:7]2[C:8]([C:13]([O:15][C:16]([CH3:19])([CH3:18])[CH3:17])=[O:14])=[C:9]([CH3:12])[CH2:10][S:11][C@H:6]12.[O:22]([CH2:29][C:30](Cl)=[O:31])[C:23]1[CH:28]=[CH:27][CH:26]=[CH:25][CH:24]=1>C(Cl)Cl>[CH3:12][C:9]1[CH2:10][S:11][C@@H:6]2[C@H:5]([NH:4][C:30](=[O:31])[CH2:29][O:22][C:23]3[CH:28]=[CH:27][CH:26]=[CH:25][CH:24]=3)[C:20](=[O:21])[N:7]2[C:8]=1[C:13]([O:15][C:16]([CH3:17])([CH3:19])[CH3:18])=[O:14]. Procedure details: A solution of ethylene oxide (12 ml) in dry methylene chloride (30 ml) was added to a solution of t-butyl 7β-amino-3-methylceph-3-em-4-carboxylate (52 g, 0.193 mole) in dry methylene chloride (200 ml) cooled in an ice-water bath. A solution of redistilled phenoxyacetyl chloride (33.2 g, 0.194 mole) in dry methylene chloride (25 ml) was added over 2 minutes with stirring. The mixture was stirred for 2 hours, washed with 3% sodium hydrogen carbonate solution (2 × 70 ml), and water, N-hydrochloric ... The reactants are C(C)OC1=C(C(=O)OCC2=CC=CC=C2)C=CC(=C1)CC(=O)NC(C1=C(C=CC=C1)N1CCCCC1)CO (benzyl 2-ethoxy-4-[N-(α-hydroxymethyl-2-piperidino-benzyl)-aminocarbonylmethyl]-benzoate), C(C)(=O)Cl (acetyl chloride). The product is C(C)OC1=C(C(=O)OCC2=CC=CC=C2)C=CC(=C1)CC(=O)NC(C1=C(C=CC=C1)N1CCCCC1)COC(C)=O (Benzyl 2-ethoxy-4-[N-(α-acetoxymethyl-2-piperidinobenzyl)-aminocarbonylmethyl]-benzoate). Reaction SMILES: [CH2:1]([O:3][C:4]1[CH:19]=[C:18]([CH2:20][C:21]([NH:23][CH:24]([CH2:37][OH:38])[C:25]2[CH:30]=[CH:29][CH:28]=[CH:27][C:26]=2[N:31]2[CH2:36][CH2:35][CH2:34][CH2:33][CH2:32]2)=[O:22])[CH:17]=[CH:16][C:5]=1[C:6]([O:8][CH2:9][C:10]1[CH:15]=[CH:14][CH:13]=[CH:12][CH:11]=1)=[O:7])[CH3:2].[C:39](Cl)(=[O:41])[CH3:40]>>[CH2:1]([O:3][C:4]1[CH:19]=[C:18]([CH2:20][C:21]([NH:23][CH:24]([CH2:37][O:38][C:39](=[O:41])[CH3:40])[C:25]2[CH:30]=[CH:29][CH:28]=[CH:27][C:26]=2[N:31]2[CH2:36][CH2:35][CH2:34][CH2:33][CH2:32]2)=[O:22])[CH:17]=[CH:16][C:5]=1[C:6]([O:8][CH2:9][C:10]1[CH:11]=[CH:12][CH:13]=[CH:14][CH:15]=1)=[O:7])[CH3:2]. Procedure: Prepared analogously to Example 65 from benzyl 2-ethoxy-4-[N-(α-hydroxymethyl-2-piperidino-benzyl)-aminocarbonylmethyl]-benzoate with acetyl chloride. Starting materials: C(C)I (ethyl iodide), N1=CC=C(C=C1)NC1=C(C(=O)N2CCCCC2)C=CC=C1 (1-[2-(4-pyridinylamino)benzoyl]piperidine), [NH2-].[Na+] (sodium amide). The solvent is CN(C=O)C (dimethylformamide), CN(C=O)C (dimethylformamide). Conditions: time 1 hour. Product: C(C)N(C1=C(C(=O)N2CCCCC2)C=CC=C1)C1=CC=NC=C1 (1-{2-[ethyl-(4-pyridinyl)amino]benzoyl}piperidine). The yield is 100.8%. Reaction SMILES: [N:1]1[CH:6]=[CH:5][C:4]([NH:7][C:8]2[CH:21]=[CH:20][CH:19]=[CH:18][C:9]=2[C:10]([N:12]2[CH2:17][CH2:16][CH2:15][CH2:14][CH2:13]2)=[O:11])=[CH:3][CH:2]=1.[NH2-].[Na+].[CH2:24](I)[CH3:25]>CN(C)C=O>[CH2:24]([N:7]([C:4]1[CH:3]=[CH:2][N:1]=[CH:6][CH:5]=1)[C:8]1[CH:21]=[CH:20][CH:19]=[CH:18][C:9]=1[C:10]([N:12]1[CH2:13][CH2:14][CH2:15][CH2:16][CH2:17]1)=[O:11])[CH3:25] |f:1.2|. Procedure: A solution of 22.4 g of 1-[2-(4-pyridinylamino)benzoyl]piperidine (Example 1b) in 45 ml of dimethylformamide was added dropwise to a suspension of sodium amide (from 4.8 g of 50% oil suspension, washed free of oil) in 115 ml of dimethylformamide. The mixture was stirred for one hour, and then 6.5 g of ethyl iodide was added dropwise. The reaction mixture was stirred for two hours, then filtered and concentrated in vacuo. The residue was partitioned between water and ether and the ether-soluble m...